From a dataset of the Open Reaction Database (ORD), a public repository of structured organic reaction records. describe an organic reaction: reactants, conditions, products, and yield The reactants are CN=C(NC=1SC=C(N1)C1CC(CCC1)N)N (2-(2-methylguanidino)-4-(3-aminocyclohexyl)thiazole), CSC(=C[N+](=O)[O-])SC (1,1-di(methylthio)-2-nitroethylene), C(C)#N (acetonitrile). Conditions: time 8 hour. Yields the product CN=C(NC=1SC=C(N1)C1CC(CCC1)NC(=C[N+](=O)[O-])NC)N (1-[3-[2-(2-methylguanidino)thiazol-4-yl]cyclohexylamino]-1-methylamino-2-nitroethylene). As a reaction SMILES: [CH3:1][N:2]=[C:3]([NH2:17])[NH:4][C:5]1[S:6][CH:7]=[C:8]([CH:10]2[CH2:15][CH2:14][CH2:13][CH:12]([NH2:16])[CH2:11]2)[N:9]=1.CS[C:20](SC)=[CH:21][N+:22]([O-:24])=[O:23].[C:27](#[N:29])C>>[CH3:1][N:2]=[C:3]([NH2:17])[NH:4][C:5]1[S:6][CH:7]=[C:8]([CH:10]2[CH2:15][CH2:14][CH2:13][CH:12]([NH:16][C:20]([NH:29][CH3:27])=[CH:21][N+:22]([O-:24])=[O:23])[CH2:11]2)[N:9]=1. Procedure: To a solution of 2-(2-methylguanidino)-4-(3-aminocyclohexyl)thiazole (0.2 g.) in acetonitrile (20 ml.) was added 1,1-di(methylthio)-2-nitroethylene (0.125 g.) and the mixture heated under reflux for 7 hours. The reaction mixture was evaporated to dryness and the residue of 1-[3-[2-(2-methylguanidino)thiazol-4-yl]cyclohexylamino]-1-methylthio-2-nitroethylene, dissolved in ethanol (20 ml.), was treated with 20 ml. of a solution of methylamine in ethanol (33% w/v). The reaction mixture was allowed ...